This data is from the Open Reaction Database (ORD), a public repository of structured organic reaction records. The task is: describe an organic reaction: reactants, conditions, products, and yield Starting materials: O=C([O-])[O-], CN(C)C=O, ClCCl, CCI, [K+], [K+], N#Cc1cc(O)cc(-c2nc(-c3ccccn3)no2)c1. The product is CCOc1cc(C#N)cc(-c2nc(-c3ccccn3)no2)c1. As a reaction SMILES: [C:21](=[O:22])([O-:23])[O-:24].[CH3:30][N:31]([CH3:32])[CH:33]=[O:34].[Cl:35][CH2:36][Cl:37].[I:27][CH2:28][CH3:29].[K+:25].[K+:26].[n:1]1[c:2](-[c:7]2[n:8][o:9][c:10](-[c:12]3[cH:13][c:14]([C:19]#[N:20])[cH:15][c:16]([OH:18])[cH:17]3)[n:11]2)[cH:3][cH:4][cH:5][cH:6]1>>[n:1]1[c:2](-[c:7]2[n:8][o:9][c:10](-[c:12]3[cH:13][c:14]([C:19]#[N:20])[cH:15][c:16]([O:18][CH2:28][CH3:29])[cH:17]3)[n:11]2)[cH:3][cH:4][cH:5][cH:6]1. Reactants: C(C)(=O)C1=C(C(N(N=C1C1=CC=CC=C1)CC)=O)[N+](=O)[O-] (5-acetyl-2-ethyl-4-nitro-6-phenylpyridazin-3(2H)-one), NC1=NC=C(C=C1)[N+](=O)[O-] (2-amino-5-nitropyridine). The solvent is C(C)O (ethanol). The product is C(C)(=O)C1=C(C(N(N=C1C1=CC=CC=C1)CC)=O)NC1=NC=C(C=C1)[N+](=O)[O-] (5-Acetyl-2-ethyl-4-[(5-nitropyridin-2-yl)amino]-6-phenylpyridazin-3(2H)-one). Yield: 34.1%. Reaction SMILES: [C:1]([C:4]1[C:9]([C:10]2[CH:15]=[CH:14][CH:13]=[CH:12][CH:11]=2)=[N:8][N:7]([CH2:16][CH3:17])[C:6](=[O:18])[C:5]=1[N+:19]([O-])=O)(=[O:3])[CH3:2].N[C:23]1[CH:28]=[CH:27][C:26]([N+:29]([O-:31])=[O:30])=[CH:25][N:24]=1>C(O)C>[C:1]([C:4]1[C:9]([C:10]2[CH:11]=[CH:12][CH:13]=[CH:14][CH:15]=2)=[N:8][N:7]([CH2:16][CH3:17])[C:6](=[O:18])[C:5]=1[NH:19][C:23]1[CH:28]=[CH:27][C:26]([N+:29]([O-:31])=[O:30])=[CH:25][N:24]=1)(=[O:3])[CH3:2]. Procedure: To a solution of 80 mg (0.278 mmol) of 5-acetyl-2-ethyl-4-nitro-6-phenylpyridazin-3(2H)-one (Dal Piaz, V et al, J. Med. Chem. 1997, 40, 1417) in 4 ml of ethanol, 77 mg (0.556 mmol) of 2-amino-5-nitropyridine was added. The resulting mixture was irradiated in microwave oven for seven hours at 120° C. The final product was collected by filtration and washed with diethylether to yield the title compound (36 mg, 34.3% yield). Reactants: NC1CC1, O=C(O)c1cnc(Nc2cccc(Cl)c2)nc1C(F)(F)F. Yields the product O=C(NC1CC1)c1cnc(Nc2cccc(Cl)c2)nc1C(F)(F)F. RXN SMILES: [CH:22]1([NH2:25])[CH2:23][CH2:24]1.[Cl:1][c:2]1[cH:3][c:4]([NH:8][c:9]2[n:10][cH:11][c:12]([C:19](=[O:20])[OH:21])[c:13]([C:15]([F:16])([F:17])[F:18])[n:14]2)[cH:5][cH:6][cH:7]1>>[Cl:1][c:2]1[cH:3][c:4]([NH:8][c:9]2[n:10][cH:11][c:12]([C:19](=[O:20])[NH:25][CH:22]3[CH2:23][CH2:24]3)[c:13]([C:15]([F:16])([F:17])[F:18])[n:14]2)[cH:5][cH:6][cH:7]1. As a reaction SMILES: [Br:21][CH2:22][c:23]1[cH:24][cH:25][cH:26][cH:27][cH:28]1.[CH2:1]=[CH:2][CH2:3][CH:4]([CH2:5][CH2:6][CH2:7][CH2:8][CH2:9][CH2:10][CH2:11][CH2:12][CH2:13][CH2:14][CH2:15][CH2:16][CH2:17][CH2:18][CH3:19])[OH:20].[CH3:29][N:30]([CH3:31])[CH:32]=[O:33]>>[CH2:1]=[CH:2][CH2:3][CH:4]([CH2:5][CH2:6][CH2:7][CH2:8][CH2:9][CH2:10][CH2:11][CH2:12][CH2:13][CH2:14][CH2:15][CH2:16][CH2:17][CH2:18][CH3:19])[O:20][CH2:22][c:23]1[cH:24][cH:25][cH:26][cH:27][cH:28]1. Reactants: BrCc1ccccc1, C=CCC(O)CCCCCCCCCCCCCCC, CN(C)C=O. Yields the product C=CCC(CCCCCCCCCCCCCCC)OCc1ccccc1. Starting materials: NC1=C(C(=CC=C1)C(=O)OC)C#C[C@@]1(N(CCC1)C(=O)OCC1=CC=CC=C1)C ((R)-benzyl 2-((2-amino-6-(methoxycarbonyl)phenyl)ethynyl)-2-methylpyrrolidine-1-carboxylate), BrC(C)Br (dibromoethane). The reagents and catalysts are [Zn] (zinc). Run in C(C)O (ethanol). The product is C(C1=CC=CC=C1)OC(=O)N1[C@@](CCC1)(C)C=1NC=2C=CC=C(C2C1)C(=O)OC ((R)-methyl 2-(1-(benzyloxycarbonyl)-2-methylpyrrolidin-2-yl)-1H-indole-4-carboxylate). As a reaction SMILES: [NH2:1][C:2]1[CH:7]=[CH:6][CH:5]=[C:4]([C:8]([O:10][CH3:11])=[O:9])[C:3]=1[C:12]#[C:13][C@@:14]1([CH3:29])[CH2:18][CH2:17][CH2:16][N:15]1[C:19]([O:21][CH2:22][C:23]1[CH:28]=[CH:27][CH:26]=[CH:25][CH:24]=1)=[O:20].BrC(Br)C>C(O)C.[Zn]>[CH2:22]([O:21][C:19]([N:15]1[CH2:16][CH2:17][CH2:18][C@@:14]1([C:13]1[NH:1][C:2]2[CH:7]=[CH:6][CH:5]=[C:4]([C:8]([O:10][CH3:11])=[O:9])[C:3]=2[CH:12]=1)[CH3:29])=[O:20])[C:23]1[CH:24]=[CH:25][CH:26]=[CH:27][CH:28]=1. Procedure details: To a refluxing solution of (R)-benzyl 2-((2-amino-6-(methoxycarbonyl)phenyl)ethynyl)-2-methylpyrrolidine-1-carboxylate (1.1 g, 2.8 mmol) and dibromoethane (5.21 g, 2.8 mmol) in ethanol (20 mL) was added zinc powder (1.43 g, 22 mmol) in one portion. After refluxing for 8 h, the reaction mixture was filtered and the the filtrate was concentrated to 3 mL, which was poured into water (15 mL). The reaction mixture was extracted with EA (20 mL×3). The combined extracts were dried over sodium sulfate, ... Starting materials: ClC=1C(OC(CC1O)(CCC1=CC=C(C=C1)C=1C(=NOC1C)C)C1CCCC1)=O (3-Chloro-6-cyclopentyl-6{2-[4-(3,5-dimethyl-isoxazol-4-yl)-phenyl]-ethyl}4-hydroxy-5,6-dihydro-pyran-2-one), CC1=NC=2N(C(=C1)C)N=C(N2)S (5,7-Dimethyl-[1,2,4]triazolo[1,5-a]pyrimidine-2-thiol). The product is C1(CCCC1)C1(CC(=C(C(O1)=O)SC1=NN2C(N=C(C=C2C)C)=N1)O)CCC1=CC=C(C=C1)C=1C(=NOC1C)C (6-Cyclopentyl-6-{2-[4-(3,5-dimethyl-isoxazol-4-yl)-phenyl]-ethyl}-3-(5,7-dimethyl-[1,2,4]triazolo[1,5-a]pyrimidin-2-ylsulfanyl)-4-hydroxy-5,6-dihydro-pyran-2-one). As a reaction SMILES: Cl[C:2]1[C:3](=[O:29])[O:4][C:5]([CH:24]2[CH2:28][CH2:27][CH2:26][CH2:25]2)([CH2:9][CH2:10][C:11]2[CH:16]=[CH:15][C:14]([C:17]3[C:18]([CH3:23])=[N:19][O:20][C:21]=3[CH3:22])=[CH:13][CH:12]=2)[CH2:6][C:7]=1[OH:8].[CH3:30][C:31]1[CH:36]=[C:35]([CH3:37])[N:34]2[N:38]=[C:39]([SH:41])[N:40]=[C:33]2[N:32]=1>>[CH:24]1([C:5]2([CH2:9][CH2:10][C:11]3[CH:16]=[CH:15][C:14]([C:17]4[C:18]([CH3:23])=[N:19][O:20][C:21]=4[CH3:22])=[CH:13][CH:12]=3)[O:4][C:3](=[O:29])[C:2]([S:41][C:39]3[N:40]=[C:33]4[N:32]=[C:31]([CH3:30])[CH:36]=[C:35]([CH3:37])[N:34]4[N:38]=3)=[C:7]([OH:8])[CH2:6]2)[CH2:25][CH2:26][CH2:27][CH2:28]1. Reported procedure: The title compound was prepared from 3-Chloro-6-cyclopentyl-6{2-[4-(3,5-dimethyl-isoxazol-4-yl)-phenyl]-ethyl}4-hydroxy-5,6-dihydro-pyran-2-one from Step 2 and 5,7-Dimethyl-[1,2,4]triazolo[1,5-a]pyrimidine-2-thiol using the coupling method described in Example C(4). Starting materials: OC1=CC=C(C=CC(=O)OC)C=C1 (methyl 4-hydroxycinnamate), CN(C=O)C (dimethylformamide), BrCC(C)=O (bromoacetone), C([O-])([O-])=O.[K+].[K+] (potassium carbonate). The solvent is C(C)(=O)OCC (ethyl acetate). The product is O=C(COC1=CC=C(C=CC(=O)OC)C=C1)C (Methyl 4-(2-oxopropoxy)cinnamate). RXN SMILES: [OH:1][C:2]1[CH:13]=[CH:12][C:5]([CH:6]=[CH:7][C:8]([O:10][CH3:11])=[O:9])=[CH:4][CH:3]=1.Br[CH2:15][C:16](=[O:18])[CH3:17].C(=O)([O-])[O-].[K+].[K+].CN(C)C=O>C(OCC)(=O)C>[O:18]=[C:16]([CH3:17])[CH2:15][O:1][C:2]1[CH:3]=[CH:4][C:5]([CH:6]=[CH:7][C:8]([O:10][CH3:11])=[O:9])=[CH:12][CH:13]=1 |f:2.3.4|. Procedure: Following a procedure similar to that described in Preparation 3, but using 16 g of methyl 4-hydroxycinnamate, 14.9 g of bromoacetone, 20 g of potassium carbonate and 150 ml of dimethylformamide, the title compound was obtained as crystals, melting at 117°-118° C. (after recrystallization from ethyl acetate).